This data is from the Open Reaction Database (ORD), a public repository of structured organic reaction records. The task is: describe an organic reaction: reactants, conditions, products, and yield The reactants are B(Cl)(Cl)Cl (boron trichloride), N(=[N+]=[N-])C[C@H](COCC1=CC=CC=C1)OOC(P(=O)(O)O)(C(C)C)C(C)C ((R)-3-Azido-1-O-benzyl-2-O-(diisopropyl phosphonomethoxyl)-1,2-propanediol), C([O-])(O)=O.[Na+] (sodium bicarbonate). Solvent: C(Cl)Cl (methylene chloride), C(Cl)Cl (methylene chloride). Conditions: temperature -78 celsius, time 4 hour. Yields the product N(=[N+]=[N-])C[C@H](CO)OOC(P(=O)(O)O)(C(C)C)C(C)C ((R)-3-Azido-2-O-(diisopropyl phosphonomethoxyl)-1,2-propanediol). Yield: 93.0%. Reaction SMILES: [N:1]([CH2:4][C@@H:5]([O:15][O:16][C:17]([CH:25]([CH3:27])[CH3:26])([CH:22]([CH3:24])[CH3:23])[P:18]([OH:21])([OH:20])=[O:19])[CH2:6][O:7]CC1C=CC=CC=1)=[N+:2]=[N-:3].B(Cl)(Cl)Cl.C(=O)(O)[O-].[Na+]>C(Cl)Cl>[N:1]([CH2:4][C@@H:5]([O:15][O:16][C:17]([CH:25]([CH3:27])[CH3:26])([CH:22]([CH3:23])[CH3:24])[P:18]([OH:20])([OH:21])=[O:19])[CH2:6][OH:7])=[N+:2]=[N-:3] |f:2.3|. Procedure: (R)-3-Azido-1-O-benzyl-2-O-(diisopropyl phosphonomethoxyl)-1,2-propanediol (6.15 g, 15.96 mmol) was dissolved in 35 mL of anhydrous methylene chloride under nitrogen atmosphere. To this solution, boron trichloride (1M in methylene chloride) (48 mL, 48 mmol) was slowly added at -78° C. The mixture was stirred at -78° C. for 4 hour, and then saturated aqueous sodium bicarbonate (100 mL) and methylene chloride (150 mL) were added. The aqueous layer was separated and extrated with methylene chloride... Reactants: CC(C)CN, ClC(Cl)Cl, Cn1c(=O)c(Oc2ccccc2F)cc2cnc(S(C)(=O)=O)nc21. Product: CC(C)CNc1ncc2cc(Oc3ccccc3F)c(=O)n(C)c2n1. RXN SMILES: [CH2:25]([CH:26]([CH3:27])[CH3:28])[NH2:29].[CH:30]([Cl:31])([Cl:32])[Cl:33].[F:1][c:2]1[c:3]([O:4][c:5]2[cH:6][c:7]3[c:8]([n:9][c:10]([S:13]([CH3:14])(=[O:15])=[O:16])[n:11][cH:12]3)[n:17]([CH3:20])[c:18]2=[O:19])[cH:21][cH:22][cH:23][cH:24]1>>[F:1][c:2]1[c:3]([O:4][c:5]2[cH:6][c:7]3[c:8]([n:9][c:10]([NH:29][CH2:25][CH:26]([CH3:27])[CH3:28])[n:11][cH:12]3)[n:17]([CH3:20])[c:18]2=[O:19])[cH:21][cH:22][cH:23][cH:24]1. Reactants: [Ag+2], CCC(CCCCBr)C(=O)OC, CCCC(=O)OC, O=C([O-])[O-], CN(C)C=O, O=c1cc(-c2ccccc2)cc(-c2ccccc2)[nH]1. The product is CCC(CCCCOc1cc(-c2ccccc2)cc(-c2ccccc2)n1)C(=O)OC. As a reaction SMILES: [Ag+2:43].[Br:27][CH2:28][CH2:29][CH2:30][CH2:31][CH:32]([C:33](=[O:34])[O:35][CH3:36])[CH2:37][CH3:38].[C:20]([O:21][CH3:22])(=[O:23])[CH2:24][CH2:25][CH3:26].[C:39](=[O:40])([O-:41])[O-:42].[CH3:44][N:45]([CH3:46])[CH:47]=[O:48].[c:1]1(-[c:7]2[cH:8][c:9](=[O:19])[nH:10][c:11](-[c:13]3[cH:14][cH:15][cH:16][cH:17][cH:18]3)[cH:12]2)[cH:2][cH:3][cH:4][cH:5][cH:6]1>>[c:1]1(-[c:7]2[cH:8][c:9]([O:19][CH2:28][CH2:29][CH2:30][CH2:31][CH:32]([C:33](=[O:34])[O:35][CH3:36])[CH2:37][CH3:38])[n:10][c:11](-[c:13]3[cH:14][cH:15][cH:16][cH:17][cH:18]3)[cH:12]2)[cH:2][cH:3][cH:4][cH:5][cH:6]1. Reactants: FC(C(=O)NCCC1=CC=C(C=C1)OC)(F)F ((2-trifluoroacetamidoethyl)-4-methoxybenzene), [N+](=O)(O)[O-] (nitric acid). The solvent is FC(C(=O)O)(F)F (trifluoroacetic acid), FC(C(=O)O)(F)F (trifluoroacetic acid). Run at time 2 hour. The product is FC(C(=O)NCCC1=CC(=C(C=C1)OC)[N+](=O)[O-])(F)F ((2-trifluoroacetamidoethyl)-3-nitro-4-methoxybenzene). The yield is 99.2%. Reaction SMILES: [F:1][C:2]([F:17])([F:16])[C:3]([NH:5][CH2:6][CH2:7][C:8]1[CH:13]=[CH:12][C:11]([O:14][CH3:15])=[CH:10][CH:9]=1)=[O:4].[N+:18]([O-])([OH:20])=[O:19]>FC(F)(F)C(O)=O>[F:1][C:2]([F:16])([F:17])[C:3]([NH:5][CH2:6][CH2:7][C:8]1[CH:13]=[CH:12][C:11]([O:14][CH3:15])=[C:10]([N+:18]([O-:20])=[O:19])[CH:9]=1)=[O:4]. Reported procedure: To a solution of 30 g (0.121 mole) of the amide in 254 ml of trifluoroacetic acid at 0° under an argon atmosphere was added dropwise with stirring a solution of 7.5 ml (0.12 mole) of conc. nitric acid in 56 ml of trifluoroacetic acid. The reaction mixture was stirred at 0° for 1/2 hour and at room temperature for 2 hours. The solvents were evaporated. The residue was dissolved in ethyl acetate which was extracted with 5% hydrochloric acid, dilute sodium bicarbonate solution and brine, then dried... Starting materials: COC(=O)C1=C(N=C(S1)\C=C\C=1C(=NOC1C)CCCC)C (2-[(E)-2-(3-butyl-5-methyl-isoxazol-4-yl)-vinyl]-4-methyl-thiazole-5-carboxylic acid methyl ester), C(O)CN (ethanolamine). The solvent is C1(=CC=CC=C1)C (toluene). Yields the product OCCNC(=O)C1=C(N=C(S1)\C=C\C=1C(=NOC1C)CCCC)C (2-[(E)-2-(3-Butyl-5-methyl-isoxazol-4-yl)-vinyl]-4-methyl-thiazole-5-carboxylic acid (2-hydroxy-ethyl)-amide). Isolated yield 18.2%. RXN SMILES: CO[C:3]([C:5]1[S:9][C:8](/[CH:10]=[CH:11]/[C:12]2[C:13]([CH2:18][CH2:19][CH2:20][CH3:21])=[N:14][O:15][C:16]=2[CH3:17])=[N:7][C:6]=1[CH3:22])=[O:4].[CH2:23]([CH2:25][NH2:26])[OH:24]>C1(C)C=CC=CC=1>[OH:24][CH2:23][CH2:25][NH:26][C:3]([C:5]1[S:9][C:8](/[CH:10]=[CH:11]/[C:12]2[C:13]([CH2:18][CH2:19][CH2:20][CH3:21])=[N:14][O:15][C:16]=2[CH3:17])=[N:7][C:6]=1[CH3:22])=[O:4]. Procedure details: To a stirred solution of 2-[(E)-2-(3-butyl-5-methyl-isoxazol-4-yl)-vinyl]-4-methyl-thiazole-5-carboxylic acid methyl ester (70 mg, 0.22 mmol) in toluene (0.5 mL) was added ethanolamine (16 mg, 0.26 mmol) and TBD (18 mg, 0.12 mmol). After 20 h the reaction mixture was concentrated in vacuo then purified by chromatography (silica, 0 to 10% methanol in dichloromethane) to give the title compound (14 mg, 18%) as a white solid. MS: m/e=350.3 [M+H]+. Reactants: CCOCC (ether), [OH-].[NH4+] (ammonium hydroxide), C(C)OC(C(=O)NCC1=C(C=CC=C1)F)OCC (2,2-Diethoxy-N-(2-fluorobenzyl)acetamide). The solvent is S(O)(O)(=O)=O (sulfuric acid). Yields the product FC=1C=CC=C2C=C(N=CC12)O (8-Fluoroisoquinolin-3-ol). The yield is 60.0%. As a reaction SMILES: C(O[CH:4](OCC)[C:5]([NH:7][CH2:8][C:9]1[CH:14]=[CH:13][CH:12]=[CH:11][C:10]=1[F:15])=[O:6])C.[OH-].[NH4+].CCOCC>S(=O)(=O)(O)O>[F:15][C:10]1[CH:11]=[CH:12][CH:13]=[C:14]2[C:9]=1[CH:8]=[N:7][C:5]([OH:6])=[CH:4]2 |f:1.2|. Reported procedure: 2,2-Diethoxy-N-(2-fluorobenzyl)acetamide (4.1 g, 16.0 mmol) was stirred in concentrated sulfuric acid (10 mL) for 16 hours. The reaction mixture was poured onto ice and neutralized by the addition of ammonium hydroxide forming a precipitate which was removed by filtration. The filtrate was extracted with ethyl acetate three times, and the combined organic phases were rinsed with brine then dried (Na2SO4) and concentrated to dryness affording an oily solid. Trituration with ether afforded the tit... Reactants: C(CC)C1(OCCCO1)CCO (2-(2-propyl-1,3-dioxan-2-yl)ethanol), C(CC(=O)C)(=O)OCC (ethyl acetoacetate), 1,1-bis(hydroxymethylcyclopropane). Product: CC1(OCC2(CC2)CO1)CCO (2-(6-methyl-5,7-dioxaspiro[2.5]oct-6-yl)ethanol). Yield: 36.0%. As a reaction SMILES: [CH2:1]([C:4]1([CH2:10][CH2:11][OH:12])[O:9][CH2:8][CH2:7][CH2:6][O:5]1)CC.[C:13](OCC)(=O)[CH2:14]C(C)=O>>[CH3:1][C:4]1([CH2:10][CH2:11][OH:12])[O:5][CH2:6][C:7]2([CH2:14][CH2:13]2)[CH2:8][O:9]1. Procedure details: The same procedure as in the steps (8a) and (8b) of Example 8, was repeated using ethyl acetoacetate and 1,1-bis(hydroxymethylcyclopropane) to obtain the title compound (2.9 g, total yield: 36%) as a light yellow oil. The reactants are CC(C(=O)OCC(C(C(C)C)O)(C)C)C (3-hydroxy-2,2,4-trimethylpentyl 2-methylpropionate), C1(=CC=C(C=C1)S(=O)(=O)Cl)C (para-toluenesulfonyl chloride), ice water. Solvent: N1=CC=CC=C1 (pyridine). Conditions: temperature 0 celsius, time 1 hour. The product is C1(=CC=C(C=C1)S(=O)(=O)OC(C(COC(C(C)C)=O)(C)C)C(C)C)C (1-isobutyryloxy-2,2,4-trimethylpentane-3-yl para-toluenesulfonate). Reaction SMILES: [CH3:1][CH:2]([CH3:15])[C:3]([O:5][CH2:6][C:7]([CH3:14])([CH3:13])[CH:8]([OH:12])[CH:9]([CH3:11])[CH3:10])=[O:4].[C:16]1([CH3:26])[CH:21]=[CH:20][C:19]([S:22](Cl)(=[O:24])=[O:23])=[CH:18][CH:17]=1>N1C=CC=CC=1>[C:16]1([CH3:26])[CH:21]=[CH:20][C:19]([S:22]([O:12][CH:8]([CH:9]([CH3:10])[CH3:11])[C:7]([CH3:14])([CH3:13])[CH2:6][O:5][C:3](=[O:4])[CH:2]([CH3:15])[CH3:1])(=[O:24])=[O:23])=[CH:18][CH:17]=1. Procedure details: Into a one-liter, four-necked, round bottom flask equipped with stirrer, condenser, and thermometer, 200.0 parts of pyridine and 54.0 parts of 3-hydroxy-2,2,4-trimethylpentyl 2-methylpropionate were mixed under a nitrogen blanket and cooled to 0° C. using an ice water bath. To this, 57.0 parts of para-toluenesulfonyl chloride were added in portions over a thirty minute period. The solution was stirred for one hour at 0° C. and then allowed to stand for twenty-four hours at 15° C. The mixture was... Starting materials: O=C1c2c(Cl)cc(Br)cc2CN1Cc1ccc(OC(F)(F)F)cc1, C#CCN(C)C, CC(C)NC(C)C, [Cu]I, Cl[Pd]Cl, c1ccc(P(c2ccccc2)c2ccccc2)cc1, c1ccc(P(c2ccccc2)c2ccccc2)cc1. Yields the product CN(C)CC#Cc1cc(Cl)c2c(c1)CN(Cc1ccc(OC(F)(F)F)cc1)C2=O. Reaction SMILES: [Br:7][c:8]1[cH:9][c:10]2[c:14]([c:15]([Cl:17])[cH:16]1)[C:13](=[O:18])[N:12]([CH2:19][c:20]1[cH:21][cH:22][c:23]([O:26][C:27]([F:28])([F:29])[F:30])[cH:24][cH:25]1)[CH2:11]2.[CH3:1][N:2]([CH2:3][C:4]#[CH:5])[CH3:6].[CH:31]([NH:32][CH:33]([CH3:34])[CH3:35])([CH3:36])[CH3:37].[Cu:79][I:80].[Pd:38]([Cl:39])[Cl:40].[c:41]1([P:42]([c:43]2[cH:44][cH:45][cH:46][cH:47][cH:48]2)[c:49]2[cH:50][cH:51][cH:52][cH:53][cH:54]2)[cH:55][cH:56][cH:57][cH:58][cH:59]1.[c:60]1([P:61]([c:62]2[cH:63][cH:64][cH:65][cH:66][cH:67]2)[c:68]2[cH:69][cH:70][cH:71][cH:72][cH:73]2)[cH:74][cH:75][cH:76][cH:77][cH:78]1>>[CH3:1][N:2]([CH2:3][C:4]#[C:5][c:8]1[cH:9][c:10]2[c:14]([c:15]([Cl:17])[cH:16]1)[C:13](=[O:18])[N:12]([CH2:19][c:20]1[cH:21][cH:22][c:23]([O:26][C:27]([F:28])([F:29])[F:30])[cH:24][cH:25]1)[CH2:11]2)[CH3:6].